describe an organic reaction: reactants, conditions, products, and yield From a dataset of the Open Reaction Database (ORD), a public repository of structured organic reaction records. Solvent: ClCCl (dichloromethane), ClCCl (dichloromethane). RXN SMILES: B(Br)(Br)Br.CO.[CH3:7][O:8][C:9]([C:11]1([C:14]2[O:18][N:17]=[C:16]([C:19]3[CH:24]=[CH:23][C:22]([O:25]C)=[CH:21][CH:20]=3)[C:15]=2[C:27]2[CH:32]=[CH:31][CH:30]=[CH:29][CH:28]=2)[CH2:13][CH2:12]1)=[O:10]>ClCCl>[CH3:7][O:8][C:9]([C:11]1([C:14]2[O:18][N:17]=[C:16]([C:19]3[CH:24]=[CH:23][C:22]([OH:25])=[CH:21][CH:20]=3)[C:15]=2[C:27]2[CH:32]=[CH:31][CH:30]=[CH:29][CH:28]=2)[CH2:12][CH2:13]1)=[O:10]. The reactants are B(Br)(Br)Br (boron tribromide), COC(=O)C1(CC1)C1=C(C(=NO1)C1=CC=C(C=C1)OC)C1=CC=CC=C1 (1-[3-(4-methoxy-phenyl)-4-phenyl-isoxazol-5-yl]-cyclopropanecarboxylic acid methyl ester), solution, ice, CO (methanol). Conditions: temperature -10 celsius, time 4 hour. Procedure: A solution consisting of boron tribromide (114 mL of a 1 M solution in dichloromethane) and dichloromethane (100 mL) is cooled in an ice/salt/methanol bath to −10° C. and a solution consisting of 1-[3-(4-methoxy-phenyl)-4-phenyl-isoxazol-5-yl]-cyclopropanecarboxylic acid methyl ester (10 g) dichloromethane (150 mL) is added dropwise while the temperature is maintained at −10° C. over 1 hour. The reaction mixture is allowed to warm to 0° C. and stirred for 4 hours until all starting material is c... Product: COC(=O)C1(CC1)C1=C(C(=NO1)C1=CC=C(C=C1)O)C1=CC=CC=C1 (1-[3-(4-hydroxy-phenyl)-4-phenyl-isoxazol-5-yl]-cyclopropanecarboxylic acid methyl ester). The yield is 100.0%.